Dataset: the Open Reaction Database (ORD), a public repository of structured organic reaction records. Task: describe an organic reaction: reactants, conditions, products, and yield The reactants are OC1C(N(CC1)CC(=O)OCC)=O (ethyl (R/S)-2-(3-hydroxy-2-oxo-1-pyrrolidinyl)acetate), C(C)N(CCN)CC (2-(diethylamino)ethylamine). Product: C(C)N(CCNC(CN1C(C(CC1)O)=O)=O)CC ((R/S)-N-[2-(diethylamino)ethyl]-2-(3-hydroxy-2-oxo-1-pyrrolidinyl)acetamid). RXN SMILES: [OH:1][CH:2]1[CH2:6][CH2:5][N:4]([CH2:7][C:8]([O:10]CC)=O)[C:3]1=[O:13].[CH2:14]([N:16]([CH2:20][CH3:21])[CH2:17][CH2:18][NH2:19])[CH3:15]>>[CH2:14]([N:16]([CH2:20][CH3:21])[CH2:17][CH2:18][NH:19][C:8](=[O:10])[CH2:7][N:4]1[CH2:5][CH2:6][CH:2]([OH:1])[C:3]1=[O:13])[CH3:15]. Reported procedure: 3.0 g of ethyl (R/S)-2-(3-hydroxy-2-oxo-1-pyrrolidinyl)acetate and 3.7 g of 2-(diethylamino)ethylamine are heated to 95°-100° for 3.5 hours under nitrogen. The mixture is chromatographed on 45 g of aluminum oxide (neutral, activity grade III). The crude (R/S)-N-[2-(diethylamino)ethyl]-2-(3-hydroxy-2-oxo-1-pyrrolidinyl)acetamide which is eluted with methylene chloride and ethyl acetate is again chromatographed on 25 g of aluminum oxide (neutral, activity grade III). The product which is eluted wi... Reactants: O1C(CCCC1)O[C@H]1C[C@@H](C=C1)O ((S)-trans-5-tetrahydropyranyloxycyclopent-1-en-3-ol). The reagents and catalysts are [O-2].[O-2].[Mn+4] (manganese dioxide). Run in petroleum ether, C1=CC=CC=C1 (benzene). Yields the product O1C(CCCC1)O[C@@H]1C=CC(C1)=O ((S)-4-tetrahydropyranyloxycyclopent-2-en-1-one). The yield is 67.4%. Reaction SMILES: [O:1]1[CH2:6][CH2:5][CH2:4][CH2:3][CH:2]1[O:7][C@@H:8]1[CH:12]=[CH:11][C@@H:10]([OH:13])[CH2:9]1>C1C=CC=CC=1.[O-2].[O-2].[Mn+4]>[O:1]1[CH2:6][CH2:5][CH2:4][CH2:3][CH:2]1[O:7][C@H:8]1[CH2:9][C:10](=[O:13])[CH:11]=[CH:12]1 |f:2.3.4|. Procedure details: Six milligrams of (S)-trans-5-tetrahydropyranyloxycyclopent-1-en-3-ol was dissolved in a solvent mixture of 3 milliliters of petroleum ether and 0.5 milliliter of benzene, and the resulting solution was refluxed after the addition of 10 milligrams of active manganese dioxide. Six hours later, the resulting precipitate was separated by filtration and, after distilling off the organic solvent, purified by thin-layer chromatography (cyclohexane-ethyl acetate = 7:3) to obtain 4 milligrams (67%) of (... The reactants are O1C(=CC=C1)C(=O)N1C(CCCC1)=O (N-(2-furoyl)valerolactam), C1(CCCCCN1)=O (caprolactam). Yields the product O1C(=CC=C1)C(=O)N1C(CCCCC1)=O (N-(2-furoyl)caprolactam). Reaction SMILES: [O:1]1[CH:5]=[CH:4][CH:3]=[C:2]1[C:6]([N:8]1[CH2:13][CH2:12][CH2:11][CH2:10][C:9]1=[O:14])=[O:7].[C:15]1(=O)NCCCCC1>>[O:1]1[CH:5]=[CH:4][CH:3]=[C:2]1[C:6]([N:8]1[CH2:13][CH2:12][CH2:11][CH2:10][CH2:15][C:9]1=[O:14])=[O:7]. Procedure: Synthesized as for N-(2-furoyl)valerolactam (Example IX) using caprolactam (Aldrich) in place of valerolactam.